Task: describe an organic reaction: reactants, conditions, products, and yield. Dataset: the Open Reaction Database (ORD), a public repository of structured organic reaction records Starting materials: COC1=NC=CC=C1C1CCN(CC1)C(=O)OC(C)(C)C (tert-Butyl 4-(2-methoxypyridin-3-yl)piperidine-1-carboxylate), Cl (hydrochloric acid). Run at time 18 hour. Product: N1CCC(CC1)C=1C(NC=CC1)=O (3-Piperidin-4-ylpyridin-2(1H)-one). As a reaction SMILES: C[O:2][C:3]1[C:8]([CH:9]2[CH2:14][CH2:13][N:12](C(OC(C)(C)C)=O)[CH2:11][CH2:10]2)=[CH:7][CH:6]=[CH:5][N:4]=1.Cl>>[NH:12]1[CH2:13][CH2:14][CH:9]([C:8]2[C:3](=[O:2])[NH:4][CH:5]=[CH:6][CH:7]=2)[CH2:10][CH2:11]1. Procedure: tert-Butyl 4-(2-methoxypyridin-3-yl)piperidine-1-carboxylate (204 mg, 0.70 mmol) was added to hydrochloric acid (6.0 M in water; 5.81 mL, 34.89 mmol). After 18 h, the reaction mixture was concentrated and dried under reduced pressure to give the title compound. MS 179.1 (M+1). The reactants are N1=NC(=CC=C1)NC(=O)N1CC(C1)OC1=NC=C(C=C1)Br (3-(5-Bromo-pyridin-2-yloxy)-azetidine-1-carboxylic acid pyridazin-3-ylamide), C([O-])([O-])=O.[K+].[K+] (potassium carbonate), FC1=C(C=CC=C1OC)B(O)O (2-fluoro-3-methoxyphenyl boronic acid). Run in C(C)(=O)OCC (ethyl acetate), C1CCOC1.O (THF H2O). Conditions: temperature 100 celsius. Product: N1=NC(=CC=C1)NC(=O)N1CC(C1)OC1=NC=C(C=C1)C1=C(C(=CC=C1)OC)F (3-[5-(2-Fluoro-3-methoxy-phenyl)-pyridin-2-yloxy]-azetidine-1-carboxylic acid pyridazin-3-ylamide). Isolated yield 79.9%. Reaction SMILES: [F:1][C:2]1[C:7]([O:8][CH3:9])=[CH:6][CH:5]=[CH:4][C:3]=1B(O)O.[N:13]1[CH:18]=[CH:17][CH:16]=[C:15]([NH:19][C:20]([N:22]2[CH2:25][CH:24]([O:26][C:27]3[CH:32]=[CH:31][C:30](Br)=[CH:29][N:28]=3)[CH2:23]2)=[O:21])[N:14]=1.C(=O)([O-])[O-].[K+].[K+]>C1COCC1.O.C(OCC)(=O)C>[N:13]1[CH:18]=[CH:17][CH:16]=[C:15]([NH:19][C:20]([N:22]2[CH2:23][CH:24]([O:26][C:27]3[CH:32]=[CH:31][C:30]([C:3]4[CH:4]=[CH:5][CH:6]=[C:7]([O:8][CH3:9])[C:2]=4[F:1])=[CH:29][N:28]=3)[CH2:25]2)=[O:21])[N:14]=1 |f:2.3.4,5.6|. Procedure: A solution of 2-fluoro-3-methoxyphenyl boronic acid (0.065 g, 0.38 mmol) in THF/H2O (10:1; 2 mL) was added to a microwave vial containing 3-(5-bromo-pyridin-2-yloxy)-azetidine-1-carboxylic acid pyridazin-3-ylamide (prepared in Step 1) (0.100 g, 0.25 mmol) and potassium carbonate (0.105 g, 0.76 mmol). Nitrogen gas was bubbled through the mixture for 5 mins then 1,1′-bis[(diphenylphosphino)-ferrocene]dichloropalladium(II) complex with CH2Cl2 (0.020 g, 10 mole %) was added and the vial sealed and h... The reactants are CO (methanol), [OH-].[Na+] (sodium hydroxide), FC1=C(C=C(C2=C1N=C(S2)CCC(=O)OCC)F)F (ethyl 3-(4,5,7-trifluorobenzothiazol-2-yl)propionate). Solvent: O (water), O (water). Conditions: time 15 minute. The product is FC1=C(C=C(C2=C1N=C(S2)CCC(=O)O)F)F (3-(4,5,7-trifluorobenzothiazol-2-yl)propionic acid). Yield: 84.6%. Reaction SMILES: CO.[OH-].[Na+].[F:5][C:6]1[C:11]2[N:12]=[C:13]([CH2:15][CH2:16][C:17]([O:19]CC)=[O:18])[S:14][C:10]=2[C:9]([F:22])=[CH:8][C:7]=1[F:23]>O>[F:5][C:6]1[C:11]2[N:12]=[C:13]([CH2:15][CH2:16][C:17]([OH:19])=[O:18])[S:14][C:10]=2[C:9]([F:22])=[CH:8][C:7]=1[F:23] |f:1.2|. Procedure: To a mixture of methanol (8 ml), water (6 ml) and 2N sodium hydroxide (2 ml, 4 mmol) was added ethyl 3-(4,5,7-trifluorobenzothiazol-2-yl)propionate (1.1 g, 3.8 mmol) and the mixture was stirred for 15 min. at ambient temperature. The reaction solution was diluted with water and then extracted with ethyl acetate. The organic layer was washed with water, then dried and evaporated to yield a residue, which was recrystallized from hexane-isopropyl ether to give 3-(4,5,7-trifluorobenzothiazol-2-yl)pr... Reactants: ClC=1C(N(N=CC1Cl)C1OCCCC1)=O (4,5-dichloro-2-(tetrahydropyran-2-yl)-2H-pyridazin-3-one), ClC=1C(N(N=CC1Cl)C1OCCCC1)=O (4,5-dichloro-2-(tetrahydropyran-2-yl)-2H-pyridazin-3-one), CC(C)([O-])C.[Na+] (sodium tert-butoxide), CNC1=CC=CC=C1 (N-methylaniline). The reagents and catalysts are C=1C=CC(=CC1)/C=C/C(=O)/C=C/C2=CC=CC=C2.C=1C=CC(=CC1)/C=C/C(=O)/C=C/C2=CC=CC=C2.C=1C=CC(=CC1)/C=C/C(=O)/C=C/C2=CC=CC=C2.[Pd].[Pd] (tris(dibenzylideneacetone)dipalladium(0)), C1(=CC=CC=C1)N1C(=CC2=CC=CC=C12)P(C(C)(C)C)C(C)(C)C (N-phenyl-2-(di-tert-butylphosphino)indole). Solvent: C1(=CC=CC=C1)C (toluene). Conditions: temperature 120 celsius, time 1 day. The product is ethyl acetate hexanes, ClC=1C(N(N=CC1N(C1=CC=CC=C1)C)C1OCCCC1)=O (4-chloro-5-(methyl-phenyl-amino)-2-(tetrahydro-pyran-2-yl)-2H-pyridazin-3-one). Isolated yield 10.8%. RXN SMILES: [Cl:1][C:2]1[C:3](=[O:15])[N:4]([CH:9]2[CH2:14][CH2:13][CH2:12][CH2:11][O:10]2)[N:5]=[CH:6][C:7]=1Cl.CC(C)([O-])C.[Na+].[CH3:22][NH:23][C:24]1[CH:29]=[CH:28][CH:27]=[CH:26][CH:25]=1>C1C=CC(/C=C/C(/C=C/C2C=CC=CC=2)=O)=CC=1.C1C=CC(/C=C/C(/C=C/C2C=CC=CC=2)=O)=CC=1.C1C=CC(/C=C/C(/C=C/C2C=CC=CC=2)=O)=CC=1.[Pd].[Pd].C1(N2C3C(=CC=CC=3)C=C2P(C(C)(C)C)C(C)(C)C)C=CC=CC=1.C1(C)C=CC=CC=1>[Cl:1][C:2]1[C:3](=[O:15])[N:4]([CH:9]2[CH2:14][CH2:13][CH2:12][CH2:11][O:10]2)[N:5]=[CH:6][C:7]=1[N:23]([CH3:22])[C:24]1[CH:29]=[CH:28][CH:27]=[CH:26][CH:25]=1 |f:1.2,4.5.6.7.8|. Procedure details: A mixture of 4,5-dichloro-2-(tetrahydropyran-2-yl)-2H-pyridazin-3-one (2.0 g, 8.02 mmol) (Intermediate 20), sodium tert-butoxide (0.93 g, 9.67 mmol), tris(dibenzylideneacetone)dipalladium(0) (19 mg, 0.02 mmol) and N-phenyl-2-(di-tert-butylphosphino)indole (27.4 mg, 0.08 mmol) in a glass reaction tube was fitted with a septa and then evacuated via house vacuum followed by a nitrogen flush three times to remove air from the reaction system. The reaction was then treated with anhydrous toluene (8 m... Reactants: C1COCCO1, C=C(C)C, NC(Cc1ccc([N+](=O)[O-])cc1)C(=O)O, O=S(=O)(O)O. The product is CC(C)(C)OC(=O)C(N)Cc1ccc([N+](=O)[O-])cc1. RXN SMILES: [CH2:25]1[O:26][CH2:27][CH2:28][O:29][CH2:30]1.[CH3:1][C:2]([CH3:3])=[CH2:4].[NH2:5][CH:6]([C:7](=[O:8])[OH:9])[CH2:10][c:11]1[cH:12][cH:13][c:14]([N+:17](=[O:18])[O-:19])[cH:15][cH:16]1.[S:20](=[O:21])(=[O:22])([OH:23])[OH:24]>>[CH3:1][C:2]([CH3:3])([CH3:4])[O:9][C:7]([CH:6]([NH2:5])[CH2:10][c:11]1[cH:12][cH:13][c:14]([N+:17](=[O:18])[O-:19])[cH:15][cH:16]1)=[O:8].